This data is from the Open Reaction Database (ORD), a public repository of structured organic reaction records. The task is: describe an organic reaction: reactants, conditions, products, and yield Reactants: [Si](C)(C)(C(C)(C)C)Cl (Tert-butyldimethylsilyl chloride), OCCC(=O)C1=CC=CC=C1 (3-hydroxypropiophenone), N1C=NC=C1 (imidazole). The solvent is CN(C=O)C (dimethylformamide). Conditions: time 6 hour. Product: [Si](C)(C)(C(C)(C)C)OCCC(=O)C1=CC=CC=C1 (3-(tert-butyldimethylsilyloxy)propiophenone). Yield: 94.1%. As a reaction SMILES: [Si:1](Cl)([C:4]([CH3:7])([CH3:6])[CH3:5])([CH3:3])[CH3:2].[OH:9][CH2:10][CH2:11][C:12]([C:14]1[CH:19]=[CH:18][CH:17]=[CH:16][CH:15]=1)=[O:13].N1C=CN=C1>CN(C)C=O>[Si:1]([O:9][CH2:10][CH2:11][C:12]([C:14]1[CH:19]=[CH:18][CH:17]=[CH:16][CH:15]=1)=[O:13])([C:4]([CH3:7])([CH3:6])[CH3:5])([CH3:3])[CH3:2]. Procedure details: Tert-butyldimethylsilyl chloride (22.5 g) was added to a mixture of 3-hydroxypropiophenone (18.7 g), imidazole (21.3 g) and dimethylformamide (100 ml) and the solution was stirred at ambient temperature for 6 hours. The mixture was evaporated and the residue was partitioned between ethyl acetate and water. The organic layer was separated, washed with an aqueous sodium chloride solution, dried (Na2SO4) and evaporated. Petrol (b.p. 60°-80° C., 250 ml) was added to the residue, the resulting mixtur... Isolated yield 55.2%. Starting materials: [Si](C)(C)(C(C)(C)C)OCC1CN(CC1)C=1C=CC(=C(C(=O)NC=2C(=C(C(=O)OC)C=CC2C)C)C1)C (methyl 3-[[5-[3-[[tert-butyl(dimethyl)silyl]oxymethyl]pyrrolidin-1-yl]-2-methyl-benzoyl]amino]-2,4-dimethyl-benzoate), [N+](CCCC)(CCCC)(CCCC)CCCC.[F-] (Bu4NF). Reaction conditions: time 2 hour. Procedure details: To a solution of methyl 3-[[5-[3-[[tert-butyl(dimethyl)silyl]oxymethyl]pyrrolidin-1-yl]-2-methyl-benzoyl]amino]-2,4-dimethyl-benzoate (0.35 g, 0.686 mmol) in THF (50 ml) is added Bu4NF 1.0 M in THF (0.537 g, 2.05 mmol) at 0° C. The reaction mixture is gradually warmed to ambient temperature. After 2 hours, the reaction mixture is diluted with ice-water and extracted twice with ethyl acetate. The organic layers are combined, dried over sodium sulfate, filtered, and concentrated under reduced pres... Run in ice water, C1CCOC1 (THF), C1CCOC1 (THF). Yields the product OCC1CN(CC1)C=1C=CC(=C(C(=O)NC=2C(=C(C(=O)OC)C=CC2C)C)C1)C (methyl 3-[[5-[3-(hydroxymethyl)pyrrolidin-1-yl]-2-methyl-benzoyl]amino]-2,4-dimethyl-benzoate). As a reaction SMILES: [Si]([O:8][CH2:9][CH:10]1[CH2:14][CH2:13][N:12]([C:15]2[CH:16]=[CH:17][C:18]([CH3:36])=[C:19]([CH:35]=2)[C:20]([NH:22][C:23]2[C:24]([CH3:34])=[C:25]([CH:30]=[CH:31][C:32]=2[CH3:33])[C:26]([O:28][CH3:29])=[O:27])=[O:21])[CH2:11]1)(C(C)(C)C)(C)C.[N+](CCCC)(CCCC)(CCCC)CCCC.[F-]>C1COCC1>[OH:8][CH2:9][CH:10]1[CH2:14][CH2:13][N:12]([C:15]2[CH:16]=[CH:17][C:18]([CH3:36])=[C:19]([CH:35]=2)[C:20]([NH:22][C:23]2[C:24]([CH3:34])=[C:25]([CH:30]=[CH:31][C:32]=2[CH3:33])[C:26]([O:28][CH3:29])=[O:27])=[O:21])[CH2:11]1 |f:1.2|.